This data is from the Open Reaction Database (ORD), a public repository of structured organic reaction records. The task is: describe an organic reaction: reactants, conditions, products, and yield Reactants: C(#N)C1=CC=C(C=C1)CCC(CCCCC(=O)OCC)C=O (Ethyl 8-(4-cyanophenyl)-6-formyloctanoate), solution, C(CCC)[Li] (n-butyllithium), [Br-].OC1=C(C[P+](C2=CC=CC=C2)(C2=CC=CC=C2)C2=CC=CC=C2)C=CC=C1 ((2-hydroxybenzyl)triphenylphosphonium bromide), O (water). Solvent: C1CCOC1 (THF), CCCCCC (hexane), C1CCOC1 (THF). Run at time 12 hour. Product: C(#N)C1=CC=C(C=C1)CCC(CCCCC(=O)OCC)\C=C\C1=C(C=CC=C1)O (Ethyl E-6-[2-(4-cyanophenyl)ethyl]-8-(2-hydroxyphenyl)oct-7-enoate). Yield: 64.7%. RXN SMILES: C([Li])CCC.[Br-].[OH:7][C:8]1[CH:33]=[CH:32][CH:31]=[CH:30][C:9]=1[CH2:10][P+](C1C=CC=CC=1)(C1C=CC=CC=1)C1C=CC=CC=1.[C:34]([C:36]1[CH:41]=[CH:40][C:39]([CH2:42][CH2:43][CH:44]([CH:54]=O)[CH2:45][CH2:46][CH2:47][CH2:48][C:49]([O:51][CH2:52][CH3:53])=[O:50])=[CH:38][CH:37]=1)#[N:35].O>CCCCCC.C1COCC1>[C:34]([C:36]1[CH:41]=[CH:40][C:39]([CH2:42][CH2:43][CH:44](/[CH:54]=[CH:10]/[C:9]2[CH:30]=[CH:31][CH:32]=[CH:33][C:8]=2[OH:7])[CH2:45][CH2:46][CH2:47][CH2:48][C:49]([O:51][CH2:52][CH3:53])=[O:50])=[CH:38][CH:37]=1)#[N:35] |f:1.2|. Procedure details: 15.91 ml (25.45 mmol) of a 1.6 M solution of n-butyllithium in hexane are slowly added to a solution of 5.066 g (10.91 mmol) of (2-hydroxybenzyl)triphenylphosphonium bromide in 38 ml of anhydrous THF at 0° C. Then, at this temperature, 2.740 g (9.09 mmol) of ethyl 8-(4-cyanophenyl)-6-formyloctanoate from Example 86A, dissolved in 38 ml of THF, are slowly metered in. After the reaction solution has been warmed to room temperature it is stirred for 12 hours and, after addition of some water, conce... The reactants are [Br-], COC(=O)C(CC(=O)Cl)NC(=O)OCc1ccccc1, C1CCOC1, [Mg+]Cc1ccccc1, [Cl-], [Cl-], ClCCl, [Li+], [NH4+]. Yields the product COC(=O)C(CC(=O)Cc1ccccc1)NC(=O)OCc1ccccc1. RXN SMILES: [Br-:2].[CH2:12]([c:13]1[cH:14][cH:15][cH:16][cH:17][cH:18]1)[O:19][C:20](=[O:21])[NH:22][CH:23]([C:24](=[O:25])[O:26][CH3:27])[CH2:28][C:29](=[O:30])[Cl:31].[CH2:34]1[O:35][CH2:36][CH2:37][CH2:38]1.[CH2:4]([c:5]1[cH:6][cH:7][cH:8][cH:9][cH:10]1)[Mg+:11].[Cl-:32].[Cl-:3].[Cl:39][CH2:40][Cl:41].[Li+:1].[NH4+:33]>>[CH2:4]([c:5]1[cH:6][cH:7][cH:8][cH:9][cH:10]1)[C:29]([CH2:28][CH:23]([NH:22][C:20]([O:19][CH2:12][c:13]1[cH:14][cH:15][cH:16][cH:17][cH:18]1)=[O:21])[C:24](=[O:25])[O:26][CH3:27])=[O:30]. The reactants are N#N (N2), C(C)OC(=O)C=1N=C(OC1)CN1N=CC(=C1)Br (2-(4-bromo-pyrazol-1-ylmethyl)-oxazole-4-carboxylic acid ethyl ester), [OH-].[Na+] (NaOH). Solvent: Cl (HCl), C1CCOC1 (THF). Reaction conditions: time 1 hour. Product: BrC=1C=NN(C1)CC=1OC=C(N1)C(=O)O (2-(4-bromo-pyrazol-1-ylmethyl)-oxazole-4-carboxylic acid). As a reaction SMILES: N#N.C([O:5][C:6]([C:8]1[N:9]=[C:10]([CH2:13][N:14]2[CH:18]=[C:17]([Br:19])[CH:16]=[N:15]2)[O:11][CH:12]=1)=[O:7])C.[OH-].[Na+]>C1COCC1.Cl>[Br:19][C:17]1[CH:16]=[N:15][N:14]([CH2:13][C:10]2[O:11][CH:12]=[C:8]([C:6]([OH:7])=[O:5])[N:9]=2)[CH:18]=1 |f:2.3|. Reported procedure: In a flame dried round-bottomed flask equipped with a magnetic stir bar and under inert atmosphere (N2), a solution of 2-(4-bromo-pyrazol-1-ylmethyl)-oxazole-4-carboxylic acid ethyl ester (153 mg, 0.51 mmol) in THF (5.0 mL) was treated at rt with 1N NaOH (2.5 mL, 2.5 mmol) and the reaction mixture was stirred for 1 h at rt. The reaction mixture was poured in 1N HCl and extracted with EA. The org. extracts were dried over MgSO4, filtered, and the solvent was removed under reduced pressure to give... Reactants: ClC=1C(NN=CC1Cl)=O (4,5-dichloro-3(2H)pyridazinone), C[Mg]Br (methylmagnesium bromide), ClC1=C(C(NN=C1)=O)Cl (dichloropyridazinone). The solvent is CCOCC (ether). Conditions: time 3 hour. The product is CC=1C(NN=CC1Cl)=O (4-Methyl-5-chloro-3(2H)pyridazinone). Reaction SMILES: [CH3:1][Mg]Br.Cl[C:5]1[C:6](=[O:12])[NH:7][N:8]=[CH:9][C:10]=1[Cl:11]>CCOCC>[CH3:1][C:5]1[C:6](=[O:12])[NH:7][N:8]=[CH:9][C:10]=1[Cl:11]. Reported procedure: Into a 500 ml flask, 189 g of methylmagnesium bromide (1 mol/liter of an ether solution) was charged, and 10.0 g of 4,5-dichloro-3(2H)pyridazinone was gradually added thereto at a temperature of about 15° C. The mixture was stirred at a temperature of from 40° to 50° C. for about 3 hours. The disappearance of the starting dichloropyridazinone was confirmed by thin layer chromatography (developer; ethyl acetate:acetone =2:1, v/v), whereupon the reaction was terminated. The reaction solution was t... Starting materials: CS(=O)(=O)Cl, COc1cccc2c1ncc1c(=O)n(-c3cccc(Cl)c3)c(=O)n(C3CCNC3)c12, Cl, Cl. Product: COc1cccc2c1ncc1c(=O)n(-c3cccc(Cl)c3)c(=O)n(C3CCN(S(C)(=O)=O)C3)c12. As a reaction SMILES: [CH3:33][S:34]([Cl:35])(=[O:36])=[O:37].[Cl:3][c:4]1[cH:5][c:6](-[n:10]2[c:11](=[O:32])[n:12]([CH:27]3[CH2:28][NH:29][CH2:30][CH2:31]3)[c:13]3[c:14]([cH:15][n:16][c:17]4[c:18]([O:23][CH3:24])[cH:19][cH:20][cH:21][c:22]34)[c:25]2=[O:26])[cH:7][cH:8][cH:9]1.[ClH:1].[ClH:2]>>[Cl:3][c:4]1[cH:5][c:6](-[n:10]2[c:11](=[O:32])[n:12]([CH:27]3[CH2:28][N:29]([S:34]([CH3:33])(=[O:36])=[O:37])[CH2:30][CH2:31]3)[c:13]3[c:14]([cH:15][n:16][c:17]4[c:18]([O:23][CH3:24])[cH:19][cH:20][cH:21][c:22]34)[c:25]2=[O:26])[cH:7][cH:8][cH:9]1. Reactants: BrC1=C(C=O)C=CC=C1 (o-bromo-benzaldehyde), [N+](=O)([O-])C (nitromethane), [OH-].[Na+] (NaOH). Run in CO (methanol), O (H2O), O (H2O). Conditions: time 45 minute. The product is BrC1=C(C=C[N+](=O)[O-])C=CC=C1 (o-Bromo-nitrostyrene). Reaction SMILES: [Br:1][C:2]1[CH:9]=[CH:8][CH:7]=[CH:6][C:3]=1[CH:4]=O.[N+:10]([CH3:13])([O-:12])=[O:11].[OH-].[Na+]>CO.O>[Br:1][C:2]1[CH:9]=[CH:8][CH:7]=[CH:6][C:3]=1[CH:4]=[CH:13][N+:10]([O-:12])=[O:11] |f:2.3|. Procedure details: To a solution of o-bromo-benzaldehyde (4 g, 21.6 mmol) and nitromethane (1.32 g, 21.6 mmol) in methanol (5 mL) was added NaOH (0.908 g, 22.7 nmol) in 1 mL of H2O. After 45 minutes, the precipitate was dissolved in 10 mL of H2O. The product precipitated out after the addition of 6N HCl. The product was recrystallized from ethanol; 0.312 g (6%). Reaction SMILES: [C:1]([CH3:2])(=[O:3])[O:4][c:5]1[c:6]([C:25]([CH3:26])([CH3:27])[CH3:28])[cH:7][c:8]2[c:9]([c:20]1[C:21]([CH3:22])([CH3:23])[CH3:24])[CH2:10][C:11]([CH3:13])([CH2:14][O:15][S:16]([CH3:17])(=[O:18])=[O:19])[O:12]2.[CH3:32][N:33]([CH3:34])[CH:35]=[O:36].[I-:30].[Na+:29].[OH2:31]>>[C:1]([CH3:2])(=[O:3])[O:4][c:5]1[c:6]([C:25]([CH3:26])([CH3:27])[CH3:28])[cH:7][c:8]2[c:9]([c:20]1[C:21]([CH3:22])([CH3:23])[CH3:24])[CH2:10][C:11]([CH3:13])([CH2:14][I:30])[O:12]2. The reactants are CC(=O)Oc1c(C(C)(C)C)cc2c(c1C(C)(C)C)CC(C)(COS(C)(=O)=O)O2, CN(C)C=O, [I-], [Na+], O. The product is CC(=O)Oc1c(C(C)(C)C)cc2c(c1C(C)(C)C)CC(C)(CI)O2.